describe an organic reaction: reactants, conditions, products, and yield From a dataset of the Open Reaction Database (ORD), a public repository of structured organic reaction records. Starting materials: C(C)OC(=O)CC=1C=C(C=CC1)N\C(\C1=CC=CC=C1)=C\1/C(NC2=CC=CC=C12)=O ((Z)-3-[1-(3-ethoxycarbonylmethyl-phenylamino)-1-phenyl-methylidene]-2-indolinone). The solvent is [OH-].[Na+] (sodium hydroxide). Product: C(=O)(O)CC=1C=C(C=CC1)N\C(\C1=CC=CC=C1)=C\1/C(NC2=CC=CC=C12)=O ((Z)-3-[1-(3-carboxymethyl-phenylamino)-1-phenyl-methylidene]-2-indolinone). Reaction SMILES: C([O:3][C:4]([CH2:6][C:7]1[CH:8]=[C:9]([NH:13]/[C:14](=[C:21]2\[C:22](=[O:30])[NH:23][C:24]3[C:29]\2=[CH:28][CH:27]=[CH:26][CH:25]=3)/[C:15]2[CH:20]=[CH:19][CH:18]=[CH:17][CH:16]=2)[CH:10]=[CH:11][CH:12]=1)=[O:5])C>[OH-].[Na+]>[C:4]([CH2:6][C:7]1[CH:8]=[C:9]([NH:13]/[C:14](=[C:21]2\[C:22](=[O:30])[NH:23][C:24]3[C:29]\2=[CH:28][CH:27]=[CH:26][CH:25]=3)/[C:15]2[CH:20]=[CH:19][CH:18]=[CH:17][CH:16]=2)[CH:10]=[CH:11][CH:12]=1)([OH:5])=[O:3] |f:1.2|. Reported procedure: Prepared analogously to Example 8 by saponification of (Z)-3-[1-(3-ethoxycarbonylmethyl-phenylamino)-1-phenyl-methylidene]-2-indolinone in sodium hydroxide solution. The reactants are C(C)N1C(C(N=C(C2=C1C=C(C(=C2)OC)OC)C2=CC=CC=C2)CC=2C=C(C#N)C=CC2)=O (3-[(1-ethyl-7,8-dimethoxy-2-oxo-5-phenyl-2,3-dihydro-1H-1,4-benzodiazepin-3-yl)methyl]benzonitrile), C(C)OC1=CC2=C(C(=NC(C(N2C)=O)CC=2C=C(C#N)C=CC2)C2=CC=CC=C2)C=C1OC (3-[(8-ethoxy-7-methoxy-1-methyl-2-oxo-5-phenyl-2,3-dihydro-1H-1,4-benzodiazepin-3-yl)methyl]benzonitrile). The product is C(C)OC1=CC2=C(C(=NC(C(N2C)=O)CC=2C=C(C(=O)N)C=CC2)C2=CC=CC=C2)C=C1OC (3-[(8-ethoxy-7-methoxy-1-methyl-2-oxo-5-phenyl-2,3-dihydro-1H-1,4-benzodiazepin-3-yl)methyl]benzamide). Yield: 86.0%. Reaction SMILES: C(N1C2C=C(OC)C([O:14]C)=CC=2C(C2C=CC=CC=2)=NC(CC2C=C(C=CC=2)C#N)C1=O)C.[CH2:34]([O:36][C:37]1[C:64]([O:65][CH3:66])=[CH:63][C:40]2[C:41]([C:57]3[CH:62]=[CH:61][CH:60]=[CH:59][CH:58]=3)=[N:42][CH:43]([CH2:48][C:49]3[CH:50]=[C:51]([CH:54]=[CH:55][CH:56]=3)[C:52]#[N:53])[C:44](=[O:47])[N:45]([CH3:46])[C:39]=2[CH:38]=1)[CH3:35]>>[CH2:34]([O:36][C:37]1[C:64]([O:65][CH3:66])=[CH:63][C:40]2[C:41]([C:57]3[CH:62]=[CH:61][CH:60]=[CH:59][CH:58]=3)=[N:42][CH:43]([CH2:48][C:49]3[CH:50]=[C:51]([CH:54]=[CH:55][CH:56]=3)[C:52]([NH2:53])=[O:14])[C:44](=[O:47])[N:45]([CH3:46])[C:39]=2[CH:38]=1)[CH3:35]. Procedure: By replacing 3-[(1-ethyl-7,8-dimethoxy-2-oxo-5-phenyl-2,3-dihydro-1H-1,4-benzodiazepin-3-yl)methyl]benzonitrile (IIcp) in example IIcs by 3-[(8-ethoxy-7-methoxy-1-methyl-2-oxo-5-phenyl-2,3-dihydro-1H-1,4-benzodiazepin-3-yl)methyl]benzonitrile (IIdf) and proceeding in the same manner, the abovenamed product is obtained. Yield: 86%. M: 199–201° C. 1H-NMR (CDCl3, 300 MHz): d 1.52 (s, 3H, CH3), 3.39 (s, 3H, NCH3), 3.66–3.79 (m, 3H, —CH2Ph+CH+OCH3), 4.17 (q, 2H, CH2), 5.84 (m, 1H exchangeable —NH2), ... Reactants: ClCOC (chloro(methyloxy)methane), OC1=C2C=C(C(OC2=CC=C1)=O)C (5-hydroxy-3-methyl-2H-chromen-2-one), OC1=C2C=C(C(OC2=CC=C1)=O)C (5-hydroxy-3-methyl-2H-chromen-2-one), [H-].[Na+] (sodium hydride). Solvent: CN(C=O)C (N,N-Dimethylformamide). Conditions: time 30 minute. Yields the product CC=1C(OC2=CC=CC(=C2C1)OCOC)=O (3-methyl-5-{[(methyloxy)methyl]oxy}-2H-chromen-2-one). Isolated yield 77.3%. Reaction SMILES: [OH:1][C:2]1[CH:11]=[CH:10][CH:9]=[C:8]2[C:3]=1[CH:4]=[C:5]([CH3:13])[C:6](=[O:12])[O:7]2.[H-].[Na+].Cl[CH2:17][O:18][CH3:19]>CN(C)C=O>[CH3:13][C:5]1[C:6](=[O:12])[O:7][C:8]2[C:3]([CH:4]=1)=[C:2]([O:1][CH2:17][O:18][CH3:19])[CH:11]=[CH:10][CH:9]=2 |f:1.2|. Procedure details: To a solution of 5-hydroxy-3-methyl-2H-chromen-2-one (Intermediate 112, 2.225 g) in dry N,N-Dimethylformamide (60 ml) cooled to 0° C. was added sodium hydride (60%, 0.532 g, 13.89 mmol) followed by the addition of chloro(methyloxy)methane (1.919 ml, 25.3 mmol). The reaction mixture was warmed to room temperature and stirred for 30 minutes under nitrogen. It was then quenched by the addition of a saturated solution of NH4Cl, the product was extracted with diethyl ether, washed with brine, dried o... Starting materials: S(=O)(=O)(Cl)Cl (Sulfuryl dichloride), C(C)(C)(C)[Li] (tert-butyl lithium), CCCCCC (hexane), IC(C[C@@H]1OC(OC1)(C)C)=C ((S)-4-(2-iodoallyl)-2,2-dimethyl-1,3-dioxolane). Solvent: C(C)OCC (diethyl ether). Reaction conditions: temperature -78 celsius, time 30 minute. Product: CC1(OC[C@@H](O1)CC(=C)S(=O)(=O)Cl)C ((S)-3-(2,2-dimethyl-1,3-dioxolan-4-yl)prop-1-ene-2-sulfonyl chloride). RXN SMILES: C([Li])(C)(C)C.CCCCCC.I[C:13](=[CH2:22])[CH2:14][C@H:15]1[CH2:19][O:18][C:17]([CH3:21])([CH3:20])[O:16]1.[S:23](Cl)([Cl:26])(=[O:25])=[O:24]>C(OCC)C>[CH3:20][C:17]1([CH3:21])[O:16][C@@H:15]([CH2:14][C:13]([S:23]([Cl:26])(=[O:25])=[O:24])=[CH2:22])[CH2:19][O:18]1. Procedure details: A solution of tert-butyl lithium in hexane (1.7M, 2 eq) is added dropwise to a solution of (S)-4-(2-iodoallyl)-2,2-dimethyl-1,3-dioxolane (1 eq) in diethyl ether at −78° C., and the reaction stirred at −78° C. for 30 min. Sulfuryl dichloride (1 eq) is added, the mixture warmed to room temperature and the solvents removed under reduced pressure. The solvent is O (water). Starting materials: C1(CC1)N1C=C(C(C2=CC(=C(C(=C12)F)F)F)=O)C(=O)O (1-cyclopropyl-6,7,8-trifluoro-1,4-dihydro-4-oxoquinoline-3-carboxylic acid), N1CCNCC1 (piperazine), N1=CC=CC=C1 (pyridine), Cl (hydrochloric acid). Procedure details: A mixture of 2.83 g (0.01 mol) of 1-cyclopropyl-6,7,8-trifluoro-1,4-dihydro-4-oxoquinoline-3-carboxylic acid (II), 4.4 g (0.051 mol) of anhydrous piperazine and 30 ml of dry pyridine is refluxed for 6 hours. The solvent is stripped off in vacuo, the residue is taken up in 25 ml of water, the pH is adjusted to 1 with concentrated hydrochloric acid, while cooling with ice and, when the mixture is cold, the precipitate is filtered off under suction and washed with cold 10% strength hydrochloric aci... Product: Cl.C1(CC1)N1C=C(C(C2=CC(=C(C(=C12)F)N1CCNCC1)F)=O)C(=O)O (1-cyclopropyl-6,8-difluoro-7-(piperazin-1-yl)-1,4-dihydro-4-oxoquinoline-3-carboxylic acid hydrochloride). RXN SMILES: [CH:1]1([N:4]2[C:13]3[C:8](=[CH:9][C:10]([F:16])=[C:11](F)[C:12]=3[F:14])[C:7](=[O:17])[C:6]([C:18]([OH:20])=[O:19])=[CH:5]2)[CH2:3][CH2:2]1.[NH:21]1[CH2:26][CH2:25][NH:24][CH2:23][CH2:22]1.N1C=CC=CC=1.[ClH:33]>O>[ClH:33].[CH:1]1([N:4]2[C:13]3[C:8](=[CH:9][C:10]([F:16])=[C:11]([N:21]4[CH2:26][CH2:25][NH:24][CH2:23][CH2:22]4)[C:12]=3[F:14])[C:7](=[O:17])[C:6]([C:18]([OH:20])=[O:19])=[CH:5]2)[CH2:3][CH2:2]1 |f:5.6|.